From a dataset of the Open Reaction Database (ORD), a public repository of structured organic reaction records. describe an organic reaction: reactants, conditions, products, and yield Starting materials: Cc1c(F)cc(C(=O)NC2CC2)cc1-n1cc(Br)nc(NC(C)(C)c2ccccc2SCCOCc2ccccc2)c1=O, CCO, O=C[O-], [NH4+]. The product is Cc1c(F)cc(C(=O)NC2CC2)cc1-n1ccnc(NC(C)(C)c2ccccc2SCCOCc2ccccc2)c1=O. RXN SMILES: [CH2:1]([c:2]1[cH:3][cH:4][cH:5][cH:6][cH:7]1)[O:8][CH2:9][CH2:10][S:11][c:12]1[c:13]([C:18]([CH3:19])([CH3:20])[NH:21][c:22]2[c:23](=[O:43])[n:24](-[c:29]3[cH:30][c:31]([C:32](=[O:33])[NH:34][CH:35]4[CH2:36][CH2:37]4)[cH:38][c:39]([F:42])[c:40]3[CH3:41])[cH:25][c:26]([Br:28])[n:27]2)[cH:14][cH:15][cH:16][cH:17]1.[CH3:48][CH2:49][OH:50].[CH:44]([O-:45])=[O:46].[NH4+:47]>>[CH2:1]([c:2]1[cH:3][cH:4][cH:5][cH:6][cH:7]1)[O:8][CH2:9][CH2:10][S:11][c:12]1[c:13]([C:18]([CH3:19])([CH3:20])[NH:21][c:22]2[c:23](=[O:43])[n:24](-[c:29]3[cH:30][c:31]([C:32](=[O:33])[NH:34][CH:35]4[CH2:36][CH2:37]4)[cH:38][c:39]([F:42])[c:40]3[CH3:41])[cH:25][cH:26][n:27]2)[cH:14][cH:15][cH:16][cH:17]1. The reactants are BrC1=CC=C(S1)C(CC(=O)OC)=O (methyl 3-(5-bromo-2-thienyl)-3-oxopropanoate), ClC1=CC=C(C=O)C=C1 (4-chlorobenzaldehyde), N1CCCCC1 (piperidine), C1=CC=CC=C1 (benzene), C(C)(=O)O (Acetic acid). Reaction conditions: temperature 92 celsius. The product is BrC1=CC=C(S1)C(=O)/C(/C(=O)OC)=C/C1=CC=C(C=C1)Cl ((Z)-methyl 2-(5-bromothiophene-2-carbonyl)-3-(4-chlorophenyl)acrylate). The yield is 97.0%. RXN SMILES: [Br:1][C:2]1[S:6][C:5]([C:7](=[O:13])[CH2:8][C:9]([O:11][CH3:12])=[O:10])=[CH:4][CH:3]=1.[Cl:14][C:15]1[CH:22]=[CH:21][C:18]([CH:19]=O)=[CH:17][CH:16]=1.N1CCCCC1.C1C=CC=CC=1.C(O)(=O)C>>[Br:1][C:2]1[S:6][C:5]([C:7](/[C:8](=[CH:19]/[C:18]2[CH:21]=[CH:22][C:15]([Cl:14])=[CH:16][CH:17]=2)/[C:9]([O:11][CH3:12])=[O:10])=[O:13])=[CH:4][CH:3]=1. Procedure details: To a 500 mL round bottom flask was added a solution of methyl 3-(5-bromo-2-thienyl)-3-oxopropanoate (4.402 g, 16.73 mmol), 4-chlorobenzaldehyde (2.822 g, 20.08 mmol) and piperidine (0.165 mL, 1.673 mmol) in anhydrous benzene (200.0 mL, 2238 mmol). Acetic acid (0.665 mL, 11.712 mmol) was added and the reaction mixture was fitted with a Dean-Stark trap and the bath was heated to 92° C. and allowed to reflux for 18 hours. The reaction was cooled to ambient temperature and concentrated under reduced... Starting materials: CO, C=CCC(C(=O)O)C1(C)CCCC=C1OC, Cl, O. The product is C=CCC(C(=O)O)C1(C)CCCCC1=O. As a reaction SMILES: [CH3:19][OH:20].[CH3:3][O:4][C:5]1=[CH:10][CH2:9][CH2:8][CH2:7][C:6]1([CH:11]([C:12](=[O:13])[OH:14])[CH2:15][CH:16]=[CH2:17])[CH3:18].[ClH:2].[OH2:1]>>[O:4]=[C:5]1[C:6]([CH:11]([C:12](=[O:13])[OH:14])[CH2:15][CH:16]=[CH2:17])([CH3:18])[CH2:7][CH2:8][CH2:9][CH2:10]1. The reactants are O=C(c1ncc[nH]1)c1ncc[nH]1, CC(NC(=O)OC(C)(C)C)C(=O)O, CC(C)CN, C1CCOC1. Product: CC(C)CNC(=O)C(C)NC(=O)OC(C)(C)C. RXN SMILES: [C:14]([c:15]1[nH:16][cH:17][cH:18][n:19]1)([c:20]1[nH:21][cH:22][cH:23][n:24]1)=[O:25].[C:1]([CH3:2])([CH3:3])([CH3:4])[O:5][C:6](=[O:7])[NH:8][CH:9]([CH3:10])[C:11](=[O:12])[OH:13].[CH2:26]([CH:27]([CH3:28])[CH3:29])[NH2:30].[CH2:31]1[O:32][CH2:33][CH2:34][CH2:35]1>>[C:1]([CH3:2])([CH3:3])([CH3:4])[O:5][C:6](=[O:7])[NH:8][CH:9]([CH3:10])[C:11](=[O:13])[NH:30][CH2:26][CH:27]([CH3:28])[CH3:29]. The reactants are solution, [H-].C(C(C)C)[Al+]CC(C)C.[Li+].[H-] (lithium diisobutylaluminum hydride), C(C=C)C1CC(CCC1)=O (3-allylcylohexanone), C(C)(C)O (isopropanol). Solvent: CCCCCC (n-hexane), C(C)OCC (diethyl ether), C(C)OCC (diethyl ether). Run at time 48 hour. The product is C(C=C)[C@H]1C[C@H](CCC1)O (cis-3-Allylcyclohexanol). As a reaction SMILES: [H-].C([Al+]CC(C)C)C(C)C.[Li+].[H-].C(O)(C)C.[CH2:17]([CH:20]1[CH2:25][CH2:24][CH2:23][C:22](=[O:26])[CH2:21]1)[CH:18]=[CH2:19]>CCCCCC.C(OCC)C>[CH2:17]([C@@H:20]1[CH2:25][CH2:24][CH2:23][C@H:22]([OH:26])[CH2:21]1)[CH:18]=[CH2:19] |f:0.1.2.3|. Procedure details: 87 ml of a 1 molar solution of lithium diisobutylaluminum hydride in n-hexane are dissolved in 100 ml of diethyl ether, and 7 ml of isopropanol are added at 0° C. After the evolution of gas has ended, 12.4 g of 3-allylcylohexanone, dissolved in 50 ml of diethyl ether, are added. The mixture is stirred at room temperature for 48 hours. The reaction mixture is quenched by addition of 1M hydrochloric acid and the aqueous phase is saturated with sodium chloride and extracted five times with in each ... Reactants: COC1=C(C(=C2C(OCC2=C1C)=O)OS(=O)(=O)C1=CC=C(C=C1)C)CC=C(C(C=C)O)C (6-(1,3-dihydro-6-methoxy -7-methyl-3-oxo-4-p-toluenesulfonyloxy-5-isobenzofuranyl)-3-hydroxy -4-methylhexa-1,4-diene), 4A, [Cr](=O)(=O)([O-])O[Cr](=O)(=O)[O-].[NH+]1=CC=CC=C1.[NH+]1=CC=CC=C1 (pyridinium dichromate). Solvent: C(Cl)Cl (methylene chloride). Reaction conditions: time 3 hour. The product is COC1=C(C(=C2C(OCC2=C1C)=O)OS(=O)(=O)C1=CC=C(C=C1)C)CC=C(C(C=C)=O)C (6-(1,3-dihydro-6-methoxy-7-methyl-3-oxo-4-p-toluenesulfonyloxy -5-isobenzofuranyl)-4-methylhexa-1,4-dien-3-one). As a reaction SMILES: [CH3:1][O:2][C:3]1[C:11]([CH3:12])=[C:10]2[C:6]([C:7](=[O:13])[O:8][CH2:9]2)=[C:5]([O:14][S:15]([C:18]2[CH:23]=[CH:22][C:21]([CH3:24])=[CH:20][CH:19]=2)(=[O:17])=[O:16])[C:4]=1[CH2:25][CH:26]=[C:27]([CH3:32])[CH:28]([OH:31])[CH:29]=[CH2:30].[Cr](O[Cr]([O-])(=O)=O)([O-])(=O)=O.[NH+]1C=CC=CC=1.[NH+]1C=CC=CC=1>C(Cl)Cl>[CH3:1][O:2][C:3]1[C:11]([CH3:12])=[C:10]2[C:6]([C:7](=[O:13])[O:8][CH2:9]2)=[C:5]([O:14][S:15]([C:18]2[CH:23]=[CH:22][C:21]([CH3:24])=[CH:20][CH:19]=2)(=[O:17])=[O:16])[C:4]=1[CH2:25][CH:26]=[C:27]([CH3:32])[C:28](=[O:31])[CH:29]=[CH2:30] |f:1.2.3|. Procedure details: The oil product from Example ZC-1B, 6-(1,3-dihydro-6-methoxy -7-methyl-3-oxo-4-p-toluenesulfonyloxy-5-isobenzofuranyl)-3-hydroxy -4-methylhexa-1,4-diene, was dissolved in methylene chloride (20 mL) and 4A molecular sieves (2 g) were added. With vigorous stirring, pyridinium dichromate (2 g) was added and the reaction allowed to proceed for 3 hours. The mixture was then filtered through a celite filled fritted funnel capped with silica gel. Solvent removal was followed by flash chromatography (he... Reactants: C(=O)([O-])[O-].[K+].[K+] (K2CO3), FC(C(=O)O)(F)F (Trifluoroacetic Acid), C(C)(C)(C)C1=CC2=C(NC(=N2)CCC2CC(C2)N(CC2CC2)C[C@H]2C[C@H]([C@H]3[C@@H]2OC(O3)(C)C)N3C=CC2=C3N=CN=C2NCC2=C(C=C(C=C2)OC)OC)C=C1 (7-((3aS,4R,6R,6aR)-6-(((3-(2-(5-(tert-butyl)-1H-benzo[d]imidazol-2-yl)ethyl)cyclobutyl)(cyclopropylmethyl)amino)methyl)-2,2-dimethyltetrahydro-3aH-cyclopenta[d][1,3]dioxol-4-yl)-N-(2,4-dimethoxybenzyl)-7H-pyrrolo[2,3-d]pyrimidin-4-amine), C(C)[SiH](CC)CC (Triethylsilane). Reagents/catalysts: O (H2O). Run in O (Water), CO (MeOH). Conditions: time 8 hour. The product is NC=1C2=C(N=CN1)N(C=C2)[C@H]2[C@@H]([C@@H]([C@H](C2)CN(CC2CC2)C2CC(C2)CCC2=NC1=C(N2)C=CC(=C1)C(C)(C)C)O)O ((1R,2S,3R,5R)-3-(4-amino-7H-pyrrolo[2,3-d]pyrimidin-7-yl)-5-(((3-(2-(5-(tert-butyl)-1H-benzo[d]imidazol-2-yl)ethyl)cyclobutyl)(cyclopropylmethyl)amino)methyl)cyclopentane-1,2-diol). Isolated yield 50.4%. As a reaction SMILES: FC(F)(F)C(O)=O.[C:8]([C:12]1[CH:63]=[CH:62][C:15]2[NH:16][C:17]([CH2:19][CH2:20][CH:21]3[CH2:24][CH:23]([N:25]([CH2:30][C@@H:31]4[C@H:35]5[O:36]C(C)(C)[O:38][C@H:34]5[C@H:33]([N:41]5[C:45]6[N:46]=[CH:47][N:48]=[C:49]([NH:50]CC7C=CC(OC)=CC=7OC)[C:44]=6[CH:43]=[CH:42]5)[CH2:32]4)[CH2:26][CH:27]4[CH2:29][CH2:28]4)[CH2:22]3)=[N:18][C:14]=2[CH:13]=1)([CH3:11])([CH3:10])[CH3:9].C([SiH](CC)CC)C.C([O-])([O-])=O.[K+].[K+]>CO.O>[NH2:50][C:49]1[C:44]2[CH:43]=[CH:42][N:41]([C@@H:33]3[CH2:32][C@H:31]([CH2:30][N:25]([CH:23]4[CH2:22][CH:21]([CH2:20][CH2:19][C:17]5[NH:16][C:15]6[CH:62]=[CH:63][C:12]([C:8]([CH3:9])([CH3:10])[CH3:11])=[CH:13][C:14]=6[N:18]=5)[CH2:24]4)[CH2:26][CH:27]4[CH2:29][CH2:28]4)[C@@H:35]([OH:36])[C@H:34]3[OH:38])[C:45]=2[N:46]=[CH:47][N:48]=1 |f:3.4.5|. Procedure details: Trifluoroacetic Acid (10 mL) added to a mixture of Water (1 mL) and 7-((3aS,4R,6R,6aR)-6-(((3-(2-(5-(tert-butyl)-1H-benzo[d]imidazol-2-yl)ethyl)cyclobutyl)(cyclopropylmethyl)amino)methyl)-2,2-dimethyltetrahydro-3aH-cyclopenta[d][1,3]dioxol-4-yl)-N-(2,4-dimethoxybenzyl)-7H-pyrrolo[2,3-d]pyrimidin-4-amine (0.52 g, 0.68 mmol) at RT. The reaction was stirred overnight at RT and Triethylsilane (0.22 mL, 1.4 mmol) was added. The volatiles were removed in vacuo and resulting residue was taken up in MeO... The reactants are CN(P(N(C)C)(N(C)C)=O)C (hexamethylphosphoric triamide), C=O (paraformaldehyde), Steroids, Cl (HCl), BrCC (bromoethane), OC1=CC=2CC[C@H]3[C@@H]4CC[C@@H]([C@@]4(C)CC[C@@H]3C2C=C1)OC (3-Hydroxy-17β-methoxyestra-1,3,5(10)-triene), [Mg] (magnesium). Run in C1=CC=CC=C1 (benzene), C1CCOC1 (THF), C1CCOC1 (THF), C1CCOC1 (THF). Reaction conditions: time 30 minute. The product is OC1=CC=2CC[C@H]3[C@@H]4CC[C@@H]([C@@]4(C)CC[C@@H]3C2C=C1C=O)OC (3-hydroxy-17β-methoxyestra-1,3,5(10)-triene-2-carboxaldehyde). Isolated yield 78.0%. RXN SMILES: [Mg].BrCC.[OH:5][C:6]1[CH:23]=[CH:22][C:21]2[C@@H:20]3[C@H:11]([C@H:12]4[C@@:16]([CH2:18][CH2:19]3)([CH3:17])[C@@H:15]([O:24][CH3:25])[CH2:14][CH2:13]4)[CH2:10][CH2:9][C:8]=2[CH:7]=1.CN(C)P(=O)(N(C)C)N(C)C.[CH2:37]=[O:38].Cl>C1COCC1.C1C=CC=CC=1>[OH:5][C:6]1[C:23]([CH:37]=[O:38])=[CH:22][C:21]2[C@@H:20]3[C@H:11]([C@H:12]4[C@@:16]([CH2:18][CH2:19]3)([CH3:17])[C@@H:15]([O:24][CH3:25])[CH2:14][CH2:13]4)[CH2:10][CH2:9][C:8]=2[CH:7]=1. Procedure details: To a suspension of magnesium (0.110 g 4.5 mmol) in THF (1.0 mL) was added bromoethane (0.50 mL, 6.6 mmol) dissolved in THF (1.0 mL) at room temperature. 3-Hydroxy-17β-methoxyestra-1,3,5(10)-triene (41, 0.258 g, 0.90 mmol; synthesized by the method of Coombs et al., Steroids 6(6):841-844 (1965)), dissolved in THF (3.0 mL) was added to the reaction mixture, and stirring continued for 30 min. The solvent was removed at reduced pressure, and to the residue were added benzene (10 mL, hexamethylphosph...